This data is from the Open Reaction Database (ORD), a public repository of structured organic reaction records. The task is: describe an organic reaction: reactants, conditions, products, and yield The reactants are ClC=1C=NC=2N(C1)N=C(C2)C(=O)O (6-chloro-pyrazolo[1,5-a]pyrimidine-2-carboxylic acid), COC1=NC(=CC=C1C1=C2CCNC(C2=CC=C1)C)OC (5-(2,6-Dimethoxy-pyridin-3-yl)-1-methyl-1,2,3,4-tetrahydro-isoquinoline). Yields the product ClC=1C=NC=2N(C1)N=C(C2)C(=O)N2C(C1=CC=CC(=C1CC2)C=2C(=NC(=CC2)OC)OC)C ((6-Chloro-pyrazolo[1,5-a]pyrimidin-2-yl)-[5-(2,6-dimethoxy-pyridin-3-yl)-1-methyl-3,4-dihydro-1H-isoquinolin-2-yl]-methanone). As a reaction SMILES: [Cl:1][C:2]1[CH:3]=[N:4][C:5]2[N:6]([N:8]=[C:9]([C:11]([OH:13])=O)[CH:10]=2)[CH:7]=1.[CH3:14][O:15][C:16]1[C:21]([C:22]2[CH:31]=[CH:30][CH:29]=[C:28]3[C:23]=2[CH2:24][CH2:25][NH:26][CH:27]3[CH3:32])=[CH:20][CH:19]=[C:18]([O:33][CH3:34])[N:17]=1>>[Cl:1][C:2]1[CH:3]=[N:4][C:5]2[N:6]([N:8]=[C:9]([C:11]([N:26]3[CH2:25][CH2:24][C:23]4[C:28](=[CH:29][CH:30]=[CH:31][C:22]=4[C:21]4[C:16]([O:15][CH3:14])=[N:17][C:18]([O:33][CH3:34])=[CH:19][CH:20]=4)[CH:27]3[CH3:32])=[O:13])[CH:10]=2)[CH:7]=1. Procedure: In close analogy to the procedure described in Example 1, 6-chloro-pyrazolo[1,5-a]pyrimidine-2-carboxylic acid is reacted with 5-(2,6-Dimethoxy-pyridin-3-yl)-1-methyl-1,2,3,4-tetrahydro-isoquinoline to provide the title compound in moderate yield.